From a dataset of the Open Reaction Database (ORD), a public repository of structured organic reaction records. describe an organic reaction: reactants, conditions, products, and yield Reactants: COc1cc(O)c2c(c1)CC(CO)CO2, CS(=O)(=O)Cl, c1ccncc1. Yields the product COc1cc(O)c2c(c1)CC(COS(C)(=O)=O)CO2. Reaction SMILES: [OH:6][c:7]1[cH:8][c:9]([O:19][CH3:20])[cH:10][c:11]2[c:16]1[O:15][CH2:14][CH:13]([CH2:17][OH:18])[CH2:12]2.[S:1](=[O:2])(=[O:3])([CH3:4])[Cl:5].[cH:21]1[cH:22][cH:23][n:24][cH:25][cH:26]1>>[S:1](=[O:2])(=[O:3])([CH3:4])[O:18][CH2:17][CH:13]1[CH2:12][c:11]2[cH:10][c:9]([O:19][CH3:20])[cH:8][c:7]([OH:6])[c:16]2[O:15][CH2:14]1. Reactants: [Li]CCCC, CCc1ccc(OC)cc1, CN(C)CCN(C)C, CCOCC, [Na+], O=C=O, [OH-]. The product is CCc1ccc(OC)c(C(=O)O)c1. RXN SMILES: [CH2:1]([Li:2])[CH2:3][CH2:4][CH3:5].[CH2:6]([CH3:7])[c:8]1[cH:9][cH:10][c:11]([O:14][CH3:15])[cH:12][cH:13]1.[CH3:16][N:17]([CH3:18])[CH2:19][CH2:20][N:21]([CH3:22])[CH3:23].[CH3:29][CH2:30][O:31][CH2:32][CH3:33].[Na+:28].[O:24]=[C:25]=[O:26].[OH-:27]>>[CH2:6]([CH3:7])[c:8]1[cH:9][cH:10][c:11]([O:14][CH3:15])[c:12]([C:25](=[O:24])[OH:26])[cH:13]1.